Dataset: the Open Reaction Database (ORD), a public repository of structured organic reaction records. Task: describe an organic reaction: reactants, conditions, products, and yield The reactants are O1C(CCCC1)OCCOC=1C(=NC=CC1)COCCN(C)C (N-(2-{[3-(2-(Tetrahydro-2H-pyran-2-yloxy)ethoxy)pyridin-2-yl]methoxy}ethyl)-N,N-dimethylamine). The solvent is CC(=O)O (HOAc). Product: CN(CCOCC1=NC=CC=C1OCCO)C (2-[(2-{[2-(Dimethylamino)ethoxy]methyl}pyridin-3-yl)oxy]ethanol). Isolated yield 91.8%. As a reaction SMILES: O1CCCCC1[O:7][CH2:8][CH2:9][O:10][C:11]1[C:12]([CH2:17][O:18][CH2:19][CH2:20][N:21]([CH3:23])[CH3:22])=[N:13][CH:14]=[CH:15][CH:16]=1>CC(O)=O>[CH3:22][N:21]([CH3:23])[CH2:20][CH2:19][O:18][CH2:17][C:12]1[C:11]([O:10][CH2:9][CH2:8][OH:7])=[CH:16][CH:15]=[CH:14][N:13]=1. Procedure details: A solution of N-(2-{[3-(2-(tetrahydro-2H-pyran-2-yloxy)ethoxy)pyridin-2-yl]methoxy}ethyl)-N,N-dimethylamine (from Step 3; 0.69 g, 2.13 mmol) in 2 M HOAc (20 mL) was stirred at 50° C. for two days. The reaction mixture was washed with CHCl3 (×3), saturated with sodium chloride, made basic by addition of 8 M NaOH, and extracted with CHCl3 (×3). The solvent from the combined organic phases was removed under reduced pressure to give 0.47 g (92%) of the title compound as a light brown oil. HRMS m/z c... Reactants: N1N=CC=C1 (pyrazole), ClC=1N=C(C2=C(N1)SC(=C2)CC)NCC2=CC(=C(C=C2)Cl)Cl (2-chloro-6-ethyl-4-(3,4-dichlorobenzylamino)-thieno-[2,3-d]-pyrimidine). The product is N1(N=CC=C1)C=1N=C(C2=C(N1)SC(=C2)CC)NCC2=CC(=C(C=C2)Cl)Cl (2-(pyrazol-1-yl)-6-ethyl-4-(3,4-dichlorobenzylamino)-thieno-[2,3-d]-pyrimidine). As a reaction SMILES: [NH:1]1[CH:5]=[CH:4][CH:3]=[N:2]1.Cl[C:7]1[N:8]=[C:9]([NH:18][CH2:19][C:20]2[CH:25]=[CH:24][C:23]([Cl:26])=[C:22]([Cl:27])[CH:21]=2)[C:10]2[CH:15]=[C:14]([CH2:16][CH3:17])[S:13][C:11]=2[N:12]=1>>[N:1]1([C:7]2[N:8]=[C:9]([NH:18][CH2:19][C:20]3[CH:25]=[CH:24][C:23]([Cl:26])=[C:22]([Cl:27])[CH:21]=3)[C:10]3[CH:15]=[C:14]([CH2:16][CH3:17])[S:13][C:11]=3[N:12]=2)[CH:5]=[CH:4][CH:3]=[N:2]1. Procedure details: Following the procedure of Example 97, the reaction of pyrazole with 2-chloro-6-ethyl-4-(3,4-dichlorobenzylamino)-thieno-[2,3-d]-pyrimidine gives 2-(pyrazol-1-yl)-6-ethyl-4-(3,4-dichlorobenzylamino)-thieno-[2,3-d]-pyrimidine. P-157 Starting materials: [Li]CCCC, CC(C)(C)C(=O)Nc1cccc(C(F)(F)F)c1, CI, C1CCOC1. Yields the product Cc1c(NC(=O)C(C)(C)C)cccc1C(F)(F)F. As a reaction SMILES: [CH3:18][CH2:19][CH2:20][CH2:21][Li:22].[CH3:1][C:2]([C:3](=[O:4])[NH:5][c:6]1[cH:7][c:8]([C:12]([F:13])([F:14])[F:15])[cH:9][cH:10][cH:11]1)([CH3:16])[CH3:17].[CH3:23][I:24].[O:25]1[CH2:26][CH2:27][CH2:28][CH2:29]1>>[CH3:1][C:2]([C:3](=[O:4])[NH:5][c:6]1[c:7]([CH3:18])[c:8]([C:12]([F:13])([F:14])[F:15])[cH:9][cH:10][cH:11]1)([CH3:16])[CH3:17]. The reactants are C1=C(C=CC=2C3=CC=CC=C3CC12)C(CO)C (2-(9H-fluoren-2-yl)propanol), N1C=NC=C1 (imidazole). The product is C1=C(C=CC=2C3=CC=CC=C3CC12)C(C)(C)N1C=NC=C1 (1-[1-(9H-fluoren-2-yl)-1-methylethyl]-1H-imidazole). RXN SMILES: [CH:1]1[C:13]2[CH2:12][C:11]3[C:6](=[CH:7][CH:8]=[CH:9][CH:10]=3)[C:5]=2[CH:4]=[CH:3][C:2]=1[CH:14]([CH3:17])[CH2:15]O.[NH:18]1[CH:22]=[CH:21][N:20]=[CH:19]1>>[CH:1]1[C:13]2[CH2:12][C:11]3[C:6](=[CH:7][CH:8]=[CH:9][CH:10]=3)[C:5]=2[CH:4]=[CH:3][C:2]=1[C:14]([N:18]1[CH:22]=[CH:21][N:20]=[CH:19]1)([CH3:17])[CH3:15]. Reported procedure: Using 2-(9H-fluoren-2-yl)propanol and imidazole as starting compounds, the process of Example 1 was repeated to obtain 1-[1-(9H-fluoren-2-yl)-1-methylethyl]-1H-imidazole. Starting materials: CC(N)c1ccccc1, CC#N, CCN(C(C)C)C(C)C, O=C(c1ccc(F)cc1F)C(F)(F)F. Product: CC(Nc1cc(F)ccc1C(=O)C(F)(F)F)c1ccccc1. As a reaction SMILES: [CH3:15][CH:16]([NH2:17])[c:18]1[cH:19][cH:20][cH:21][cH:22][cH:23]1.[CH3:33][C:34]#[N:35].[CH:24]([N:25]([CH2:26][CH3:27])[CH:28]([CH3:29])[CH3:30])([CH3:31])[CH3:32].[F:1][C:2]([C:3](=[O:4])[c:5]1[c:6]([F:12])[cH:7][c:8]([F:11])[cH:9][cH:10]1)([F:13])[F:14]>>[F:1][C:2]([C:3](=[O:4])[c:5]1[c:6]([NH:17][CH:16]([CH3:15])[c:18]2[cH:19][cH:20][cH:21][cH:22][cH:23]2)[cH:7][c:8]([F:11])[cH:9][cH:10]1)([F:13])[F:14].